describe an organic reaction: reactants, conditions, products, and yield From a dataset of the Open Reaction Database (ORD), a public repository of structured organic reaction records. Starting materials: CCO, N#Cc1cnn(C2CCCC2)c1N, N, OO. Product: NC(=O)c1cnn(C2CCCC2)c1N. Reaction SMILES: [CH3:16][CH2:17][OH:18].[NH2:3][c:4]1[c:5]([C:14]#[N:15])[cH:6][n:7][n:8]1[CH:9]1[CH2:10][CH2:11][CH2:12][CH2:13]1.[NH3:19].[OH:1][OH:2]>>[O:1]=[C:14]([c:5]1[c:4]([NH2:3])[n:8]([CH:9]2[CH2:10][CH2:11][CH2:12][CH2:13]2)[n:7][cH:6]1)[NH2:15]. Procedure details: Trifluoroacetic acid (2.35 mL) was added at 0° C. to a dichloromethane (9.38 mL) solution of the tert-butyl 4-({6-[5-(methylsulfonyl)indolin-1-yl]pyrimidin-4-yl}oxy)piperidine-1-carboxylate (469 mg, 0.988 mmol) produced in Example 1, and the mixture was stirred at room temperature for 1 hour. From the reaction solution, the solvent was then distilled off. To a THF (450 μL) solution of a portion (150 mg) of the obtained residue and diisopropylethylamine (431 μL, 2.48 mmol), a THF (3.0 mL) solutio... Starting materials: acid chloride, FC(C(=O)O)(F)F (Trifluoroacetic acid), ClCCl (dichloromethane), CS(=O)(=O)C=1C=C2CCN(C2=CC1)C1=CC(=NC=N1)OC1CCN(CC1)C(=O)OC(C)(C)C (tert-butyl 4-({6-[5-(methylsulfonyl)indolin-1-yl]pyrimidin-4-yl}oxy)piperidine-1-carboxylate). Product: obtained residue, C(C)(C)N(CC)C(C)C (diisopropylethylamine). Run in C1CCOC1 (THF), C1CCOC1 (THF). Reaction SMILES: F[C:2](F)(F)C(O)=O.ClCCl.CS(C1C=[C:17]2[C:21](=[CH:22]C=1)[N:20]([C:24]1N=CN=C(OC3CCN(C(OC(C)(C)C)=O)CC3)[CH:25]=1)[CH2:19][CH2:18]2)(=O)=O>C1COCC1>[CH:21]([N:20]([CH:24]([CH3:25])[CH3:2])[CH2:19][CH3:18])([CH3:17])[CH3:22]. Run at time 1 hour. Reactants: ClC1=NC(=C2N=CN(C2=N1)C1CCCC1)Cl (2,6-dichloro-9-cyclopentylpurine), NCC1CC1 (aminomethylcyclopropane). Solvent: C(C)N(CC)CC (triethylamine). Yields the product ClC1=NC(=C2N=CN(C2=N1)C1CCCC1)NCC1CC1 (2-Chloro-6-[(cyclopropyl)methylamino]-9-cyclopentylpurine). As a reaction SMILES: [Cl:1][C:2]1[N:10]=[C:9]2[C:5]([N:6]=[CH:7][N:8]2[CH:11]2[CH2:15][CH2:14][CH2:13][CH2:12]2)=[C:4](Cl)[N:3]=1.[NH2:17][CH2:18][CH:19]1[CH2:21][CH2:20]1>C(N(CC)CC)C>[Cl:1][C:2]1[N:10]=[C:9]2[C:5]([N:6]=[CH:7][N:8]2[CH:11]2[CH2:15][CH2:14][CH2:13][CH2:12]2)=[C:4]([NH:17][CH2:18][CH:19]2[CH2:21][CH2:20]2)[N:3]=1. Procedure details: 2-Chloro-6-[(cyclopropyl)methylamino]-9-cyclopentylpurine is prepared from 2,6-dichloro-9-cyclopentylpurine, aminomethylcyclopropane, and triethylamine essentially as described above in Example 1, Scheme A, step b. Procedure details: In a 100 ml beaker, 0.5 g (1.239 mmol) of 7-ethylcamptothecin, 0.32 g of 5% hydrogenation catalyst Pt/C (containing 0.028 mmol of platinum) and 0.025 ml (0.352 mmol) of dimethyl sulfoxide are added to 70 ml of acetic acid. The obtained suspension is quantitatively transferred into a 100 ml autoclave. After closure, the autoclave is flushed three times with nitrogen at the pressure of 0.5 MPa and then three times with hydrogen at the pressure of 0.5 MPa. The temperature is adjusted to 65° C. and ... Reaction conditions: temperature 25 celsius. Product: CCC1=C2C(=CC3=C(N2)C4=CC5=C(COC(=O)[C@@]5(CC)O)C(=O)N4C3)C(=O)C=C1 (7-ethyl-10-hydroxycamptothecin). Reaction SMILES: CC[C:3]1[C:28]2[C:23](=[CH:24][CH:25]=[CH:26][CH:27]=2)[N:22]=[C:21]2[C:4]=1[CH2:5][N:6]1[C:11](=[O:12])[C:10]3[CH2:13][O:14][C:15]([C@:17]([OH:20])([CH2:18][CH3:19])[C:9]=3[CH:8]=[C:7]12)=[O:16].CS(C)=O.O.[C:34](O)(=O)[CH3:35].C(O)(=[O:40])C.IC1C=CC=CC=1>[Pt].C(O)(=O)C>[CH3:34][CH2:35][C:24]1[CH:25]=[CH:26][C:27](=[O:40])[C:28]2=[CH:3][C:4]3[CH2:5][N:6]4[C:7](=[CH:8][C:9]5[C@@:17]([OH:20])([CH2:18][CH3:19])[C:15](=[O:16])[O:14][CH2:13][C:10]=5[C:11]4=[O:12])[C:21]=3[NH:22][C:23]=12 |f:3.4.5|. The solvent is C(C)(=O)O (acetic acid). Reactants: CCC1=C2CN3C(=CC4=C(C3=O)COC(=O)[C@@]4(CC)O)C2=NC5=CC=CC=C51 (7-ethylcamptothecin), CS(=O)C (dimethyl sulfoxide), O (water), C(C)(=O)O.C(C)(=O)O.IC1=CC=CC=C1 (iodobenzene diacetate). Reagents/catalysts: [Pt] (Pt/C). Reactants: BrC=1C=C(C=CC1)C1=NC(=CC(=N1)C)C=1C=NC(=CC1)C(F)(F)F (2-(3-bromo-phenyl)-4-methyl-6-(6-trifluoromethyl-pyridin-3-yl)-pyrimidine), C(C)(C)(C)NS(=O)(=O)C=1C=C(C=CC1)B(O)O (3-(tert.-butylsulfamoyl)-phenylboronic acid). Product: C(C)(C)(C)NS(=O)(=O)C=1C=C(C=CC1)C1=CC(=CC=C1)C1=NC(=CC(=N1)C)C=1C=NC(=CC1)C(F)(F)F (3′-[4-Methyl-6-(6-trifluoromethyl-pyridin-3-yl)-pyrimidin-2-yl]-biphenyl-3-sulfonic acid tert-butylamide), solid. As a reaction SMILES: Br[C:2]1[CH:3]=[C:4]([C:8]2[N:13]=[C:12]([CH3:14])[CH:11]=[C:10]([C:15]3[CH:16]=[N:17][C:18]([C:21]([F:24])([F:23])[F:22])=[CH:19][CH:20]=3)[N:9]=2)[CH:5]=[CH:6][CH:7]=1.[C:25]([NH:29][S:30]([C:33]1[CH:34]=[C:35](B(O)O)[CH:36]=[CH:37][CH:38]=1)(=[O:32])=[O:31])([CH3:28])([CH3:27])[CH3:26]>>[C:25]([NH:29][S:30]([C:33]1[CH:38]=[C:37]([C:2]2[CH:7]=[CH:6][CH:5]=[C:4]([C:8]3[N:13]=[C:12]([CH3:14])[CH:11]=[C:10]([C:15]4[CH:16]=[N:17][C:18]([C:21]([F:24])([F:22])[F:23])=[CH:19][CH:20]=4)[N:9]=3)[CH:3]=2)[CH:36]=[CH:35][CH:34]=1)(=[O:32])=[O:31])([CH3:28])([CH3:26])[CH3:27]. Procedure details: 3′-[4-Methyl-6-(6-trifluoromethyl-pyridin-3-yl)-pyrimidin-2-yl]-biphenyl-3-sulfonic acid tert-butylamide was prepared from 2-(3-bromo-phenyl)-4-methyl-6-(6-trifluoromethyl-pyridin-3-yl)-pyrimidine (example B.11) (0.197 g, 0.5 mmol) and commercially available 3-(tert.-butylsulfamoyl)-phenylboronic acid (0.15 g, 0.6 mmol) according to the general procedure III. Obtained as light yellow solid (0.24 g), which was subsequently deprotected. The reactants are [BH4-], CNC(=S)C1=C(O)C(C)(C)Oc2ccc(C#N)cc21, CO, [Na+], C1CCOC1. Product: CNC(=S)C1c2cc(C#N)ccc2OC(C)(C)C1O. As a reaction SMILES: [BH4-:25].[CH3:1][NH:2][C:3](=[S:4])[C:5]1=[C:6]([OH:19])[C:7]([CH3:17])([CH3:18])[O:8][c:9]2[c:10]1[cH:11][c:12]([C:15]#[N:16])[cH:13][cH:14]2.[CH3:27][OH:28].[Na+:26].[O:20]1[CH2:21][CH2:22][CH2:23][CH2:24]1>>[CH3:1][NH:2][C:3](=[S:4])[CH:5]1[CH:6]([OH:19])[C:7]([CH3:17])([CH3:18])[O:8][c:9]2[c:10]1[cH:11][c:12]([C:15]#[N:16])[cH:13][cH:14]2. The reactants are C(=O)([O-])[O-].[K+].[K+] (K2CO3), O (H2O), BrCC(=O)C1=NC=CC(=C1)OC (2-Bromoacetyl-4-methoxypyridine), ClC=1NC2=C(N1)C=CC=C2 (2-chlorobenzimidazole). Run in CN(C=O)C (dimethylformamide). Conditions: temperature 2 celsius, time 0.5 hour. Product: CC(C)O.C(C)(C)OC(C)C (propan-2-ol di-isopropyl ether), N1=CNC2=C1C=CC=C2 (benzimidazole). The yield is 243.8%. As a reaction SMILES: Br[CH2:2][C:3]([C:5]1C=C(OC)C=CN=1)=[O:4].Cl[C:14]1[NH:15][C:16]2[CH:22]=[CH:21][CH:20]=[CH:19][C:17]=2[N:18]=1.C([O-])([O-])=O.[K+].[K+].O>CN(C)C=O>[CH3:2][CH:3]([OH:4])[CH3:5].[CH:3]([O:4][CH:22]([CH3:21])[CH3:16])([CH3:5])[CH3:2].[N:15]1[C:16]2[CH:22]=[CH:21][CH:20]=[CH:19][C:17]=2[NH:18][CH:14]=1 |f:2.3.4,7.8|. Procedure details: 2-Bromoacetyl-4-methoxypyridine (11.5 g, 0.05) and 2-chlorobenzimidazole (7.5 g, 0.05 mole) were dissolved in dimethylformamide (75 ml) and cooled to 2° C. K2CO3 (12 g, 0.08 mole) was added and the temperature rose to 9° C. as the suspension was stirred for 1/2 hour. The mixture was added to H2O (200 ml) giving a solid which was removed by filtration. The mother liquors were extracted with ethyl acetate and the solid was dissolved in the extracts. The organic solution was washed (brine) and drie... Starting materials: [Br-], CC(C)(C)OC(=O)c1nc(N2CCc3cccc(C(=O)N=c4sc5ccccc5n4COCC[Si](C)(C)C)c3C2)ccc1Br, CC(=O)[O-], CC(=O)[O-], C1CCOC1, COc1cccc(OC)c1-c1ccccc1P(C1CCCCC1)C1CCCCC1, [Zn+]CCC1OCCO1, [Pd+2]. Yields the product CC(C)(C)OC(=O)c1nc(N2CCc3cccc(C(=O)N=c4sc5ccccc5n4COCC[Si](C)(C)C)c3C2)ccc1CCC1OCCO1. As a reaction SMILES: [Br-:74].[Br:1][c:2]1[c:3]([C:38](=[O:39])[O:40][C:41]([CH3:42])([CH3:43])[CH3:44])[n:4][c:5]([N:8]2[CH2:9][c:10]3[c:11]([C:18]([N:19]=[c:20]4[s:21][c:22]5[c:23]([n:24]4[CH2:25][O:26][CH2:27][CH2:28][Si:29]([CH3:30])([CH3:31])[CH3:32])[cH:33][cH:34][cH:35][cH:36]5)=[O:37])[cH:12][cH:13][cH:14][c:15]3[CH2:16][CH2:17]2)[cH:6][cH:7]1.[C:88]([O-:89])(=[O:90])[CH3:91].[C:93]([O-:94])(=[O:95])[CH3:96].[CH2:83]1[O:84][CH2:85][CH2:86][CH2:87]1.[CH:45]1([P:46]([CH:47]2[CH2:48][CH2:49][CH2:50][CH2:51][CH2:52]2)[c:53]2[cH:54][cH:55][cH:56][cH:57][c:58]2-[c:59]2[c:60]([O:61][CH3:62])[cH:63][cH:64][cH:65][c:66]2[O:67][CH3:68])[CH2:69][CH2:70][CH2:71][CH2:72][CH2:73]1.[O:75]1[CH:76]([CH2:80][CH2:81][Zn+:82])[O:77][CH2:78][CH2:79]1.[Pd+2:92]>>[c:2]1([CH2:81][CH2:80][CH:76]2[O:75][CH2:79][CH2:78][O:77]2)[c:3]([C:38](=[O:39])[O:40][C:41]([CH3:42])([CH3:43])[CH3:44])[n:4][c:5]([N:8]2[CH2:9][c:10]3[c:11]([C:18]([N:19]=[c:20]4[s:21][c:22]5[c:23]([n:24]4[CH2:25][O:26][CH2:27][CH2:28][Si:29]([CH3:30])([CH3:31])[CH3:32])[cH:33][cH:34][cH:35][cH:36]5)=[O:37])[cH:12][cH:13][cH:14][c:15]3[CH2:16][CH2:17]2)[cH:6][cH:7]1. Reactants: CCOC(=O)C (EtOAc), amine, ClCCCl (1,2-dichloroethane), C(#N)C1=CC=C(CN2C=NC=C2C=O)C=C1 (1-(4-cyanobenzyl)-5-imidazole-carboxaldehyde), C(C)(=O)O[BH-](OC(C)=O)OC(C)=O.[Na+] (sodium triacetoxyborohydride). Run at temperature 0 celsius, time 15 hour. Product: C(#N)C1=CC=C(CN2C=NC=C2CNCCNC2=CC(=CC=C2)Cl)C=C1 (N-[1-(4-cyanobenzyl)-5-imidazolylmethyl]-N'-(3-chlorophenyl)ethylenediamine). Reaction SMILES: C(O[BH-](O[C:11](=O)[CH3:12])OC(=O)C)(=O)C.[Na+].[C:15]([C:17]1[CH:30]=[CH:29][C:20]([CH2:21][N:22]2[C:26]([CH:27]=O)=[CH:25][N:24]=[CH:23]2)=[CH:19][CH:18]=1)#[N:16].CCO[C:34]([CH3:36])=O.[Cl:37][CH2:38][CH2:39]Cl>>[C:15]([C:17]1[CH:30]=[CH:29][C:20]([CH2:21][N:22]2[C:26]([CH2:27][NH:22][CH2:26][CH2:25][NH:24][C:11]3[CH:12]=[CH:36][CH:34]=[C:38]([Cl:37])[CH:39]=3)=[CH:25][N:24]=[CH:23]2)=[CH:19][CH:18]=1)#[N:16] |f:0.1|. Procedure details: The amine hydrochloride 7 (978 mg) was partitioned between dilute aqueous NaHCO3 solution and methylene chloride. The aqueous layer was washed with three portions of CH2Cl2, and the combined organics were dried (Na2SO4), filtered, and concentrated in vacuo to provide the free amine. To a solution of the amine in 11 mL of 1,2-dichloroethane at 0° C. was added 4Å powdered molecular sieves (2 g), followed by sodium triacetoxyborohydride (3.04 g). The aldehyde 6 (1.21 g) was added, and the reaction ...